From a dataset of the Open Reaction Database (ORD), a public repository of structured organic reaction records. describe an organic reaction: reactants, conditions, products, and yield Reaction conditions: temperature 110 celsius. Reported procedure: To a solution of 2-phenylcyclohexylamine (2.28 mmol) in methanol was added HCl (4.0 M in dioxane, 0.57 mL). The solution was concentrated and treated with phosgene solution (20% in toluene, 16.0 mL). The reaction was heated at 110° C. overnight and concentrated in vacuo. Yields the product C1(=CC=CC=C1)[C@H]1[C@@H](CCCC1)N=C=O (trans-2-phenylcyclohexylisocyanate). RXN SMILES: [C:1]1([CH:7]2[CH2:12][CH2:11][CH2:10][CH2:9][CH:8]2[NH2:13])[CH:6]=[CH:5][CH:4]=[CH:3][CH:2]=1.Cl.[CH3:15][OH:16]>>[C:1]1([C@@H:7]2[CH2:12][CH2:11][CH2:10][CH2:9][C@H:8]2[N:13]=[C:15]=[O:16])[CH:6]=[CH:5][CH:4]=[CH:3][CH:2]=1. Reactants: C1(=CC=CC=C1)C1C(CCCC1)N (2-phenylcyclohexylamine), Cl (HCl), CO (methanol). As a reaction SMILES: [C:1]([CH3:2])([CH3:3])([CH3:4])[O:5][C:6](=[O:7])[NH:8][CH:9]([CH2:10][C:11]([C:12]([C:13](=[O:14])[O:15][CH3:16])=[N+:17]=[N-:18])=[O:19])[CH:20]1[CH2:21][CH2:22]1.[Cl:25][CH2:26][Cl:27].[N:23]#[N:24]>>[C:1]([CH3:2])([CH3:3])([CH3:4])[O:5][C:6](=[O:7])[N:8]1[CH:9]([CH:20]2[CH2:21][CH2:22]2)[CH2:10][C:11](=[O:19])[CH:12]1[C:13](=[O:14])[O:15][CH3:16]. Product: COC(=O)C1C(=O)CC(C2CC2)N1C(=O)OC(C)(C)C. Reactants: COC(=O)C(=[N+]=[N-])C(=O)CC(NC(=O)OC(C)(C)C)C1CC1, ClCCl, N#N. Starting materials: CO, Cc1ccc(C(=O)CCCCl)cc1, Cl, NNC(N)=S, O. Yields the product Cc1ccc(C(CCCCl)=NNC(N)=S)cc1. Reaction SMILES: [CH3:19][OH:20].[Cl:6][CH2:7][CH2:8][CH2:9][C:10](=[O:11])[c:12]1[cH:13][cH:14][c:15]([CH3:18])[cH:16][cH:17]1.[ClH:21].[NH2:1][NH:2][C:3](=[S:4])[NH2:5].[OH2:22]>>[N:1]([NH:2][C:3](=[S:4])[NH2:5])=[C:10]([CH2:9][CH2:8][CH2:7][Cl:6])[c:12]1[cH:13][cH:14][c:15]([CH3:18])[cH:16][cH:17]1. Run in C(Cl)Cl (methylene chloride), C(C)(=O)O (acetic acid), C(C)(=O)OCC (ethyl acetate). Yields the product COCCC(CNC(OCC1C2=CC=CC=C2C=2C=CC=CC12)=O)(NCCCC#C)CCOC ((9H-fluoren-9-yl)methyl (4-methoxy-2-(2-methoxyethyl)-2-((4-pentyn-1-yl)amino)butyl)carbamate). Reactants: NC(CNC(OCC1C2=CC=CC=C2C=2C=CC=CC12)=O)(CCOC)CCOC ((9H-fluoren-9-yl)methyl (2-amino-4-methoxy-2-(2-methoxyethyl)butyl)carbamate), C(CCC#C)=O (4-pentynal), C(C)(=O)O[BH-](OC(C)=O)OC(C)=O.[Na+] (sodium triacetoxyborohydride), C(O)([O-])=O.[Na+] (sodium hydrogencarbonate). Reaction SMILES: [NH2:1][C:2]([CH2:26][CH2:27][O:28][CH3:29])([CH2:22][CH2:23][O:24][CH3:25])[CH2:3][NH:4][C:5](=[O:21])[O:6][CH2:7][CH:8]1[C:20]2[CH:19]=[CH:18][CH:17]=[CH:16][C:15]=2[C:14]2[C:9]1=[CH:10][CH:11]=[CH:12][CH:13]=2.[CH:30](=O)[CH2:31][CH2:32][C:33]#[CH:34].C(O[BH-](OC(=O)C)OC(=O)C)(=O)C.[Na+].C(=O)([O-])O.[Na+]>C(Cl)Cl.C(OCC)(=O)C.C(O)(=O)C>[CH3:29][O:28][CH2:27][CH2:26][C:2]([CH2:22][CH2:23][O:24][CH3:25])([NH:1][CH2:34][CH2:33][CH2:32][C:31]#[CH:30])[CH2:3][NH:4][C:5](=[O:21])[O:6][CH2:7][CH:8]1[C:20]2[CH:19]=[CH:18][CH:17]=[CH:16][C:15]=2[C:14]2[C:9]1=[CH:10][CH:11]=[CH:12][CH:13]=2 |f:2.3,4.5|. Reaction conditions: time 3 hour. Reported procedure: To a solution of (9H-fluoren-9-yl)methyl (2-amino-4-methoxy-2-(2-methoxyethyl)butyl)carbamate (G23, 186 mg) and 4-pentynal (42 mg) in methylene chloride (5 mL), sodium triacetoxyborohydride (247 mg) and acetic acid (26 μL) were added at room temperature, and the mixture was stirred at the same temperature for 3 hours. To the reaction mixture, ethyl acetate and saturated aqueous sodium hydrogencarbonate were added. The organic layer was separated, washed with saturated aqueous sodium chloride, an... RXN SMILES: [CH3:1][C:2]1([CH3:12])[CH2:7][C:6]([CH2:9][NH2:10])([CH3:8])[CH2:5][CH:4]([NH2:11])[CH2:3]1.[CH3:13][CH2:14][CH2:15][C:16]([CH2:18][C:19]([O:21][CH2:22][CH3:23])=[O:20])=O>CO>[CH2:22]([O:21][C:19]([CH:18]=[C:16]([NH:11][CH:4]1[CH2:3][C:2]([CH3:12])([CH3:1])[CH2:7][C:6]([CH:9]([NH:10][C:14]([CH2:15][CH2:16][CH3:18])=[CH2:13])[C:19]([O:21][CH2:22][CH3:23])=[O:20])([CH3:8])[CH2:5]1)[CH2:15][CH2:14][CH3:13])=[O:20])[CH3:23]. Yields the product C(C)OC(=O)C=C(CCC)NC1CC(CC(C1)(C)C)(C)C(C(=O)OCC)NC(=C)CCC (1-(1-ethoxycarbonyl-2-pent-1-enylamino)-3-(1-ethoxycarbonyl-2-pent-1-enylaminomethyl)-3,5,5-trimethylcyclohexane). Reported procedure: To isophoronediamine (139.23 g, 0.819 mol) in methanol (700 ml) was slowly added with stirring ethyl butyroacetate (262.32 g, 1.660 mol) in methanol (700 ml) over 45 minutes, during which the temperature decreased slightly from 24° C. to 23° C. The reaction mixture was allowed to stand at 22° C. overnight (16 h). Further methanol was added, and removal of solvent and drying (91° C./100 Pa) gave 1-(1-ethoxycarbonyl-2-pent-1-enylamino)-3-(1-ethoxycarbonyl-2-pent-1-enylaminomethyl)-3,5,5-trimethylc... Conditions: time 8 hour. The solvent is CO (methanol), CO (methanol), CO (methanol). The reactants are CC1(CC(CC(C1)(C)CN)N)C (isophoronediamine), CCCC(=O)CC(=O)OCC (ethyl butyroacetate). Yield: 96.7%.